From a dataset of the Open Reaction Database (ORD), a public repository of structured organic reaction records. describe an organic reaction: reactants, conditions, products, and yield Reactants: O=C([O-])[O-], CC#N, O=C1c2ccccc2C(=O)N1CCOc1cc(F)ccc1O, CC(C)I, [K+], [K+]. The product is CC(C)Oc1ccc(F)cc1OCCN1C(=O)c2ccccc2C1=O. As a reaction SMILES: [C:1](=[O:2])([O-:3])[O-:4].[CH3:33][C:34]#[N:35].[F:11][c:12]1[cH:13][cH:14][c:15]([OH:32])[c:16]([O:17][CH2:18][CH2:19][N:20]2[C:21](=[O:30])[c:22]3[cH:23][cH:24][cH:25][cH:26][c:27]3[C:28]2=[O:29])[cH:31]1.[I:7][CH:8]([CH3:9])[CH3:10].[K+:5].[K+:6]>>[CH:8]([CH3:9])([CH3:10])[O:32][c:15]1[cH:14][cH:13][c:12]([F:11])[cH:31][c:16]1[O:17][CH2:18][CH2:19][N:20]1[C:21](=[O:30])[c:22]2[cH:23][cH:24][cH:25][cH:26][c:27]2[C:28]1=[O:29].